This data is from the Open Reaction Database (ORD), a public repository of structured organic reaction records. The task is: describe an organic reaction: reactants, conditions, products, and yield Starting materials: CCCC[N+](CCCC)(CCCC)CCCC, C=C(Cl)C(F)(F)F, Cl, [F-], N#CC(C#N)CC(F)(F)C(F)(F)C(F)(F)C(F)F, C1CCOC1. The product is N#CC(C#N)(CC(Cl)C(F)(F)F)CC(F)(F)C(F)(F)C(F)(F)C(F)F. As a reaction SMILES: [CH3:28][CH2:29][CH2:30][CH2:31][N+:32]([CH2:33][CH2:34][CH2:35][CH3:36])([CH2:37][CH2:38][CH2:39][CH3:40])[CH2:41][CH2:42][CH2:43][CH3:44].[Cl:19][C:20](=[CH2:21])[C:22]([F:23])([F:24])[F:25].[ClH:26].[F-:27].[F:1][C:2]([CH2:3][CH:4]([C:5]#[N:6])[C:7]#[N:8])([C:9]([C:10]([CH:11]([F:12])[F:13])([F:14])[F:15])([F:16])[F:17])[F:18].[O:45]1[CH2:46][CH2:47][CH2:48][CH2:49]1>>[F:1][C:2]([CH2:3][C:4]([C:5]#[N:6])([C:7]#[N:8])[CH2:21][CH:20]([Cl:19])[C:22]([F:23])([F:24])[F:25])([C:9]([C:10]([CH:11]([F:12])[F:13])([F:14])[F:15])([F:16])[F:17])[F:18]. Reactants: OC1=CC=C(C=C1)C=1C(C(OC1C1=CC=C(C=C1)OC)(C)C)=O (4-(4-Hydroxyphenyl)-5-(4-methoxyphenyl)-2,2-dimethylfuran-3(2H)-one), C([O-])([O-])=O.[Cs+].[Cs+] (cesium carbonate), CN(C)C=O (DMF), ClCC1=NC=C(C=C1C)C (2-(chloromethyl)-3,5-dimethylpyridine). The solvent is O (water). Run at temperature 80 celsius. Product: CC=1C(=NC=C(C1)C)COC1=CC=C(C=C1)C=1C(C(OC1C1=CC=C(C=C1)OC)(C)C)=O (4-(4-((3,5-dimethylpyridin-2-yl)methoxy)phenyl)-5-(4-methoxyphenyl)-2,2-dimethylfuran-3(2H)-one). The yield is 77.6%. RXN SMILES: [OH:1][C:2]1[CH:7]=[CH:6][C:5]([C:8]2[C:9](=[O:23])[C:10]([CH3:22])([CH3:21])[O:11][C:12]=2[C:13]2[CH:18]=[CH:17][C:16]([O:19][CH3:20])=[CH:15][CH:14]=2)=[CH:4][CH:3]=1.C(=O)([O-])[O-].[Cs+].[Cs+].CN(C=O)C.Cl[CH2:36][C:37]1[C:42]([CH3:43])=[CH:41][C:40]([CH3:44])=[CH:39][N:38]=1>O>[CH3:43][C:42]1[C:37]([CH2:36][O:1][C:2]2[CH:3]=[CH:4][C:5]([C:8]3[C:9](=[O:23])[C:10]([CH3:21])([CH3:22])[O:11][C:12]=3[C:13]3[CH:18]=[CH:17][C:16]([O:19][CH3:20])=[CH:15][CH:14]=3)=[CH:6][CH:7]=2)=[N:38][CH:39]=[C:40]([CH3:44])[CH:41]=1 |f:1.2.3|. Reported procedure: 4-(4-Hydroxyphenyl)-5-(4-methoxyphenyl)-2,2-dimethylfuran-3(2H)-one (3.0 g, 9.6 mmol) was added to a mixture of cesium carbonate (12.6 g, 38.6 mmol) and DMF (1000 mL) at RT under an atmosphere of nitrogen. The reaction mixture was stirred at RT for 30 min upon which 2-(chloromethyl)-3,5-dimethylpyridine (2.25 g, 14.5 mmol) was added. The reaction mixture was heated for 4 h at 80° C. (the reaction was monitored by TLC). The reaction mixture was diluted with water and extracted with EtOAc. The com... Reactants: C(C1=CC=CC=C1)OC(=O)N[C@@H]1C(N(CCC1)P(=O)(NCCC)NCCC)=O ((3S)-3-benzyloxycarbonylamino-1-bis(n-propylamino)phosphinyl-2-piperidone). Reagents/catalysts: [Pd] (Palladium black). Solvent: CO (methanol). Reaction conditions: time 3 hour. The product is N[C@@H]1C(N(CCC1)P(=O)(NCCC)NCCC)=O ((3S)-3-amino-1-bis(n-propylamino)phosphinyl-2-piperidone). Reaction SMILES: C(OC([NH:11][C@H:12]1[CH2:17][CH2:16][CH2:15][N:14]([P:18]([NH:24][CH2:25][CH2:26][CH3:27])([NH:20][CH2:21][CH2:22][CH3:23])=[O:19])[C:13]1=[O:28])=O)C1C=CC=CC=1>CO.[Pd]>[NH2:11][C@H:12]1[CH2:17][CH2:16][CH2:15][N:14]([P:18]([NH:24][CH2:25][CH2:26][CH3:27])([NH:20][CH2:21][CH2:22][CH3:23])=[O:19])[C:13]1=[O:28]. Procedure details: Palladium black (50 mg) was added to a solution of (3S)-3-benzyloxycarbonylamino-1-bis(n-propylamino)phosphinyl-2-piperidone (500.0 mg, 1.2182 mmol) in methanol (5 mL), and the resulting mixture was stirred at room temperature for 3 hours under a hydrogen atmosphere. Reactants: C1(=CC=CC=C1)C(C(CCCC)CC)(P([O-])([O-])[O-])C1=CC=CC=C1 (diphenyl-(2-ethylhexyl)phosphite), OC1=CC=C(C=C1)C(C)(C)C1=CC=C(C=C1)O (bisphenol-A), [Na] (sodium), alcoholate, alkali metal. The product is C(C)(C)(C1=CC=C(C=C1)O)C1=CC=C(C=C1)O.C(CCCCCCC)OP([O-])[O-] (4,4′{-isopropylidenediphenol} octylphosphite). RXN SMILES: C1(C(C2C=CC=CC=2)([PH:15]([O-])([O-:17])[O-:16])C(CC)CCCC)C=CC=CC=1.[OH:25][C:26]1[CH:31]=[CH:30][C:29]([C:32]([C:35]2[CH:40]=[CH:39][C:38]([OH:41])=[CH:37][CH:36]=2)([CH3:34])[CH3:33])=[CH:28][CH:27]=1.[Na]>>[C:32]([C:29]1[CH:28]=[CH:27][C:26]([OH:25])=[CH:31][CH:30]=1)([C:35]1[CH:36]=[CH:37][C:38]([OH:41])=[CH:39][CH:40]=1)([CH3:34])[CH3:33].[CH2:26]([O:25][P:15]([O-:17])[O-:16])[CH2:27][CH2:28][CH2:29][CH2:32][CH2:35][CH2:36][CH3:37] |f:3.4,^1:41|. Procedure details: In a round bottom flask, 34.6 g (0.1 mol) of diphenyl-(2-ethylhexyl)phosphite, 22.8 g (0.1 mol) of bisphenol-A, and a catalytic quantity of metallic sodium (or alcoholate of an alkali metal) was heated at 180° C. under an atmosphere of nitrogen for one hour. The temperature was reduced to 90-100° C. The phenol was then removed under vacuum (10 mm) over 2.5 hours. When the residual pressure dropped to 1 mm, the reaction mass was subjected to vacuum for two more hours. The yield was quantitative. ... The reactants are CN(C(=O)[C@H]1N(CCCC1)C(=O)OCC1=CC=CC=C1)C (Phenylmethyl (2S)-2-[(dimethylamino)carbonyl]-1-piperidinecarboxylate), Cl (HCl). Product: Cl.CN(C(=O)[C@H]1NCCCC1)C ((2S)—N,N-dimethyl-2-piperidinecarboxamide hydrochloride). The solvent is CO (MeOH). As a reaction SMILES: [CH3:1][N:2]([CH3:21])[C:3]([C@@H:5]1[CH2:10][CH2:9][CH2:8][CH2:7][N:6]1C(OCC1C=CC=CC=1)=O)=[O:4].[ClH:22]>CO>[ClH:22].[CH3:1][N:2]([CH3:21])[C:3]([C@@H:5]1[CH2:10][CH2:9][CH2:8][CH2:7][NH:6]1)=[O:4] |f:3.4|. The yield is 116.5%. Reported procedure: Phenylmethyl (2S)-2-[(dimethylamino)carbonyl]-1-piperidinecarboxylate (1.918 g, 6.609 mmol) was dissolved in a mixture of MeOH (40 mL) and 1N HCl (14.53 mL, 14.53 mmol), degassed and placed under argon. 10% Pd/C (575 mg) was added, and the contents were thoroughly degassed and placed under a hydrogen balloon for 2 h. The contents were then degassed, and the Pd/C was removed by filtration through a fiberglass filter, washing with MeOH. The filtrate was concentrated in vacuo to provide pure (2S)—N... As a reaction SMILES: [CH3:1][C:2]1[C:3]2[N:4]([C:8]([C@H:11]3[CH2:16][CH2:15][C@H:14]([N:17]4[CH2:22][CH2:21][N:20]([CH3:23])[CH2:19][CH2:18]4)[CH2:13][CH2:12]3)=[N:9][CH:10]=2)[CH:5]=[CH:6][N:7]=1.[Br:24]N1C(=O)CCC1=O>CN(C)C=O>[Br:24][C:10]1[N:9]=[C:8]([C@H:11]2[CH2:12][CH2:13][C@H:14]([N:17]3[CH2:18][CH2:19][N:20]([CH3:23])[CH2:21][CH2:22]3)[CH2:15][CH2:16]2)[N:4]2[CH:5]=[CH:6][N:7]=[C:2]([CH3:1])[C:3]=12. The yield is 127.1%. Reaction conditions: time 1 hour. Starting materials: CC=1C=2N(C=CN1)C(=NC2)[C@@H]2CC[C@H](CC2)N2CCN(CC2)C (8-methyl-3-((trans)-4-(4-methylpiperazin-1-yl)cyclohexyl)imidazo[1,5-a]pyrazine), BrN1C(CCC1=O)=O (N-bromosuccinimide). Procedure: To 8-methyl-3-((trans)-4-(4-methylpiperazin-1-yl)cyclohexyl)imidazo[1,5-a]pyrazine (2.086 mmol, 654 mg) in N,N-dimethylformamide (10 mL) was added N-bromosuccinimide (2.295 mmol, 408 mg) and the mixture was stirred at room temperature for one hour. The reaction mixture was evaporated to dryness. The residue was dissolved in dichloromethane/methanol 9/1 (100 mL) and this solution was washed with a mixture of water (2 ml), of saturated aqueous sodium hydrogencarbonate (2 mL) and a few drops of 2 N... The product is BrC=1N=C(N2C1C(=NC=C2)C)[C@@H]2CC[C@H](CC2)N2CCN(CC2)C (1-bromo-8-methyl-3-((trans)-4-(4-methylpiperazin-1-yl)cyclohexyl)imidazo[1,5-a]pyrazine). Run in CN(C=O)C (N,N-dimethylformamide). Starting materials: COC(C(=O)O)NC(=O)N (α-methoxyhydantoic acid), C=1(O)C(O)=CC=CC1 (catechol), NC(=O)N (urea). The product is OC=1C=C(C=CC1O)C1C(NC(N1)=O)=O (5-(3,4-dihydroxyphenyl)hydantoin). Run in Cl (HCl). Conditions: time 18 hour. Reported procedure: One mole (148.12 g) of α-methoxyhydantoic acid, 1.25 moles (137.64 g) of catechol, 1 mole (60.06 g) of urea and 300 ml of concentrated HCl (36 percent volume) were placed into the 2-liter flask of Preparation 1, and are stirred at 60° C. to 65° C. for 18 hours. The heterogeneous solution is filtered and is recrystallized from ethanol to give the title compound, with a melting point of 212° C.-214° C., in a yield of 44 percent. RXN SMILES: CO[CH:3]([NH:7][C:8]([NH2:10])=[O:9])[C:4]([OH:6])=O.[C:11]1([C:13](=[CH:15][CH:16]=[CH:17][CH:18]=1)[OH:14])[OH:12].NC(N)=O>Cl>[OH:12][C:11]1[CH:18]=[C:17]([CH:3]2[NH:7][C:8](=[O:9])[NH:10][C:4]2=[O:6])[CH:16]=[CH:15][C:13]=1[OH:14]. The yield is 44.0%.